From a dataset of the Open Reaction Database (ORD), a public repository of structured organic reaction records. describe an organic reaction: reactants, conditions, products, and yield Yield: 75.9%. The product is FC1=CC=C(C=C1)C1(CCC(CC1)=O)C1=CC=C(C=C1)F (4,4-bis(4-fluorophenyl)-1-cyclohexanone), intermediate 19. Conditions: time 2 hour. Reactants: 50, FC1=CC=CC=C1 (fluorobenzene), FC1=CC=C(C=C1)C1(CCC(CC1)=O)O (4-(4-fluorophenyl)-4-hydroxycyclohexanone), [Cl-].[Al+3].[Cl-].[Cl-] (aluminium chloride), Cl (hydrochloric acid). As a reaction SMILES: [F:1][C:2]1[CH:7]=[CH:6][CH:5]=[CH:4][CH:3]=1.[F:8][C:9]1[CH:14]=[CH:13][C:12]([C:15]2(O)[CH2:20][CH2:19][C:18](=[O:21])[CH2:17][CH2:16]2)=[CH:11][CH:10]=1.[Cl-].[Al+3].[Cl-].[Cl-].Cl>>[F:1][C:2]1[CH:7]=[CH:6][C:5]([C:15]2([C:12]3[CH:13]=[CH:14][C:9]([F:8])=[CH:10][CH:11]=3)[CH2:20][CH2:19][C:18](=[O:21])[CH2:17][CH2:16]2)=[CH:4][CH:3]=1 |f:2.3.4.5|. Procedure: To a stirred and cooled (ice-bath) mixture of 50 parts of fluorobenzene and 4.1 parts of 4-(4-fluorophenyl)-4-hydroxycyclohexanone were added portionwise 11 parts of aluminium chloride. Upon completion, stirring was continued for 2 hours while still cooling. The reaction mixture was decomposed by pouring onto a mixture of crushed ice and a hydrochloric acid solution. The product was extracted with methylbenzene. The extract was washed with water till neutralization, dried, filtered and evaporate... Reactants: C(C(=C)C)(=O)OC (methyl methacrylate), C(C=C)(=O)OCCCC (n-butyl acrylate), C(C=C)(=O)OCCO (2-hydroxyethyl acrylate), C(C=C)(=O)OCCCC (n-butyl acrylate), Br(=O)(=O)[O-].[K+] (potassium bromate), S(O)(O)(=O)=O (sulfuric acid), 550, C(C(=C)C)(=O)OC (methyl methacrylate). Run in O (water). Conditions: temperature 65 celsius, time 3 hour. Yields the product C(C(=C)C)(=O)OC.C(C=C)(=O)OCCCC.C(C=C)(=O)OCCO (methyl methacrylate n-butyl acrylate 2-hydroxyethyl acrylate). Reaction SMILES: S(=O)(=O)(O)O.[C:6]([O:11][CH3:12])(=[O:10])[C:7]([CH3:9])=[CH2:8].[C:13]([O:17][CH2:18][CH2:19][CH2:20][CH3:21])(=[O:16])[CH:14]=[CH2:15].Br([O-])(=O)=O.[K+].[C:27]([O:31][CH2:32][CH2:33][OH:34])(=[O:30])[CH:28]=[CH2:29]>O>[C:6]([O:11][CH3:12])(=[O:10])[C:7]([CH3:9])=[CH2:8].[C:13]([O:17][CH2:18][CH2:19][CH2:20][CH3:21])(=[O:16])[CH:14]=[CH2:15].[C:27]([O:31][CH2:32][CH2:33][OH:34])(=[O:30])[CH:28]=[CH2:29] |f:3.4,7.8.9|. Reported procedure: In a glass-made polymerization reactor equipped with a reflux condenser, a dropping funnel, a thermometer and a nitrogen injection nozzle were placed 5 parts of PVA having a mercapto group at an end thereof (average degree of polymerization of 550, degree of hydrolysis of 88.0 mol% and mercapto group (SH) content of 3.2×10-5 equivalent/g) and 100 parts of ion-exchanged water, in which the PVA was completely dissolved at 95° C. The solution was adjusted to pH 3.0 with sulfuric acid, incorporated ... Starting materials: ClCOC(C(C(F)(F)F)C(F)(F)F)(F)F (1-chloromethoxy-1,1-difluoro-2-trifluoromethyl-3,3,3-trifluoropropane), [Si](=O)=O (silicon dioxide), S(O)(O)(=O)=O (sulfuric acid). Conditions: time 21 hour. Product: FC(C(C(=O)OCCl)C(F)(F)F)(F)F (monochloromethyl 2-trifluoromethyl-3,3,3-trifluoropropanoate). Yield: 92.8%. Reaction SMILES: [Cl:1][CH2:2][O:3][C:4](F)(F)[CH:5]([C:10]([F:13])([F:12])[F:11])[C:6]([F:9])([F:8])[F:7].[Si](=O)=[O:17].S(=O)(=O)(O)O>>[F:7][C:6]([F:9])([F:8])[CH:5]([C:10]([F:13])([F:12])[F:11])[C:4]([O:3][CH2:2][Cl:1])=[O:17]. Procedure: In a four necked 1 liter flask equipped with a thermometer, a condenser and a stirrer, 1-chloromethoxy-1,1-difluoro-2-trifluoromethyl-3,3,3-trifluoropropane (276.6 g, 1.04 mol) and silicon dioxide (50.8 g, 0.85 mol) were charged, and concentrated sulfuric acid (60 g, 0.61 mol) was dropwise added thereto while stirring. The reaction was continued at 110° C. for 21 hours. Then, the reaction mixture was distilled to give monochloromethyl 2-trifluoromethyl-3,3,3-trifluoropropanoate (192.9 g). Starting materials: C(C)OC(=O)[C@@H]1CC[C@H](CC1)NNC(=O)OC(C)(C)C (trans-4-(N′-tert-butoxycarbonyl-hydrazino)-cyclohexanecarboxylic acid ethyl ester), O1CCOCC1 (1,4-dioxane), Cl (hydrogen chloride). The product is Cl.C(C)OC(=O)[C@@H]1CC[C@H](CC1)NN (trans-4-Hydrazino-cyclohexanecarboxylic acid ethyl ester hydrochloride). RXN SMILES: [CH2:1]([O:3][C:4]([C@H:6]1[CH2:11][CH2:10][C@H:9]([NH:12][NH:13]C(OC(C)(C)C)=O)[CH2:8][CH2:7]1)=[O:5])[CH3:2].O1CCOCC1.[ClH:27]>>[ClH:27].[CH2:1]([O:3][C:4]([C@H:6]1[CH2:11][CH2:10][C@H:9]([NH:12][NH2:13])[CH2:8][CH2:7]1)=[O:5])[CH3:2] |f:3.4|. Reported procedure: A solution of trans-4-(N′-tert-butoxycarbonyl-hydrazino)-cyclohexanecarboxylic acid ethyl ester (0.625 g, 2.18 mmol) in 4 M hydrogen chloride solution in 1,4-dioxane (5.5 ml, 22 mmol) was stirred at room temperature for 3 days. The precipitate was collected by filtration, washed with tert-butyl methyl ether and dried in vacuo to give the title compound as white solid in quantitative yield. MS m/e: 187 ([M+H]+). The reactants are ClC1=CC(=C(OC=2C=C(C=CC2)C(C)O)C=C1)[N+](=O)[O-] (1-[3-(4-Chloro-2-nitro-phenoxy)-phenyl]-ethanol), Cl[Sn]Cl (SnCl2). Yields the product NC1=C(OC=2C=C(C=CC2)C(C)O)C=CC(=C1)Cl (1-[3-(2-Amino-4-chloro-phenoxy)-phenyl]-ethanol). Yield: 70.1%. RXN SMILES: [Cl:1][C:2]1[CH:17]=[CH:16][C:5]([O:6][C:7]2[CH:8]=[C:9]([CH:13]([OH:15])[CH3:14])[CH:10]=[CH:11][CH:12]=2)=[C:4]([N+:18]([O-])=O)[CH:3]=1.Cl[Sn]Cl>>[NH2:18][C:4]1[CH:3]=[C:2]([Cl:1])[CH:17]=[CH:16][C:5]=1[O:6][C:7]1[CH:8]=[C:9]([CH:13]([OH:15])[CH3:14])[CH:10]=[CH:11][CH:12]=1. Procedure: The product from Example 170b (0.98 g, 3.3 mmol) was reduced with SnCl2 as described in Example 1f to give the title compound (0.61 g, 70%). Reactants: C1(=CC=CC=C1)P(C1=CC=CC=C1)C1=CC=CC=C1 (triphenylphosphine), BrBr (Br2), C(C1=CC=CC=C1)N1N=C(C2=CC=CC=C12)CO ((1-Benzyl-1H-indazol-3-yl) methanol), Intermediate 15. Solvent: C(C)#N (acetonitrile), C(C)#N (acetonitrile). Reaction conditions: temperature 0 celsius, time 10 minute. Product: C(C1=CC=CC=C1)N1N=C(C2=CC=CC=C12)CBr (1-Benzyl-3-bromomethyl-1H-indazole). The yield is 62.9%. Reaction SMILES: C1(P(C2C=CC=CC=2)C2C=CC=CC=2)C=CC=CC=1.[Br:20]Br.[CH2:22]([N:29]1[C:37]2[C:32](=[CH:33][CH:34]=[CH:35][CH:36]=2)[C:31]([CH2:38]O)=[N:30]1)[C:23]1[CH:28]=[CH:27][CH:26]=[CH:25][CH:24]=1>C(#N)C>[CH2:22]([N:29]1[C:37]2[C:32](=[CH:33][CH:34]=[CH:35][CH:36]=2)[C:31]([CH2:38][Br:20])=[N:30]1)[C:23]1[CH:28]=[CH:27][CH:26]=[CH:25][CH:24]=1. Procedure details: To a stirring solution of 550 mg (2.09 mmol, 1.3 equiv) of triphenylphosphine in 10 mL of acetonitrile at 0° C. is added 0.1 mL (1.93 mmol, 1.2 equiv) of Br2. The resulting orange-yellow suspension is stirred 10 min at 0° C., then a solution of 383 mg (1.61 mmol) of (1-Benzyl-1H-indazol-3-yl) methanol, prepared as in Intermediate 15, in 5 mL of acetonitrile is added over 2 min. The resulting solution is stirred 1 h at RT, and the solvent is removed in vacuo. Purification of the residue by silica...